From a dataset of the Open Reaction Database (ORD), a public repository of structured organic reaction records. describe an organic reaction: reactants, conditions, products, and yield Reactants: Compound ( a ), [Na+].OC1=CC=C(C=C1)C[C@H](C(=O)[O-])OC ((R)-3-(4-hydroxy-phenyl)-2-methoxy-propionic acid sodium salt), CS(=O)(=O)O (methanesulfonic acid). Solvent: CO (methanol). Run at time 1 hour. Yields the product COC([C@@H](CC1=CC=C(C=C1)O)OC)=O ((R)-3-(4-Hydroxy-phenyl)-2-methoxy-propionic acid methyl ester). The yield is 83.0%. RXN SMILES: [Na+].[OH:2][C:3]1[CH:8]=[CH:7][C:6]([CH2:9][C@@H:10]([O:14][CH3:15])[C:11]([O-:13])=[O:12])=[CH:5][CH:4]=1.[CH3:16]S(O)(=O)=O>CO>[CH3:16][O:12][C:11](=[O:13])[C@H:10]([O:14][CH3:15])[CH2:9][C:6]1[CH:5]=[CH:4][C:3]([OH:2])=[CH:8][CH:7]=1 |f:0.1|. Procedure: Compound (a), (R)-3-(4-hydroxy-phenyl)-2-methoxy-propionic acid sodium salt, (Example 2, Step 5) (5.00 g, 22.9 mmol) is dissolved in methanol (125 mL) and treated with methanesulfonic acid (7.44 mL, 114.6 mmol). The reaction is stirred at room temperature for 1 h. The reaction is concentrated in vacuo and the resulting residue taken up in diethyl ether. The organic portion is washed with water (2×) and saturated NaHCO3 solution, dried (Na2SO4), filtered and concentrated in vacuo to yield 4.00 g ... Reactants: O=C([O-])O, COc1ccc(C2Sc3ccccc3N(CCN(C)C)C(=O)C2O)cc1, CC(C)=O, O=C(Cl)c1ccc([N+](=O)[O-])cc1, [Na+], O. The product is COc1ccc(C2Sc3ccccc3N(CCN(C)C)C(=O)C2OC(=O)c2ccc([N+](=O)[O-])cc2)cc1. RXN SMILES: [C:27](=[O:28])([OH:29])[O-:30].[CH3:1][O:2][c:3]1[cH:4][cH:5][c:6]([CH:9]2[S:10][c:11]3[c:12]([cH:23][cH:24][cH:25][cH:26]3)[N:13]([CH2:18][CH2:19][N:20]([CH3:21])[CH3:22])[C:14](=[O:17])[CH:15]2[OH:16])[cH:7][cH:8]1.[CH3:45][C:46](=[O:47])[CH3:48].[N+:32](=[O:33])([O-:34])[c:35]1[cH:36][cH:37][c:38]([C:39](=[O:40])[Cl:41])[cH:42][cH:43]1.[Na+:31].[OH2:44]>>[CH3:1][O:2][c:3]1[cH:4][cH:5][c:6]([CH:9]2[S:10][c:11]3[c:12]([cH:23][cH:24][cH:25][cH:26]3)[N:13]([CH2:18][CH2:19][N:20]([CH3:21])[CH3:22])[C:14](=[O:17])[CH:15]2[O:16][C:39]([c:38]2[cH:37][cH:36][c:35]([N+:32](=[O:33])[O-:34])[cH:43][cH:42]2)=[O:40])[cH:7][cH:8]1. RXN SMILES: [CH2:16]1[O:17][CH2:18][CH2:19][CH2:20]1.[CH2:1]([CH3:2])[c:3]1[n:4][n:5]([CH:9]2[CH2:10][CH2:11][CH:12]([OH:15])[CH2:13][CH2:14]2)[cH:6][c:7]1[I:8].[CH3:26][O:27][B:28]1[O:29][C:30]([CH3:35])([CH3:36])[C:31]([CH3:33])([CH3:34])[O:32]1.[CH:22]([Mg+:23])([CH3:24])[CH3:25].[Cl-:21].[Cl-:37].[NH4+:38]>>[CH2:1]([CH3:2])[c:3]1[n:4][n:5]([CH:9]2[CH2:10][CH2:11][CH:12]([OH:15])[CH2:13][CH2:14]2)[cH:6][c:7]1[B:28]1[O:29][C:30]([CH3:35])([CH3:36])[C:31]([CH3:33])([CH3:34])[O:32]1. Yields the product CCc1nn(C2CCC(O)CC2)cc1B1OC(C)(C)C(C)(C)O1. The reactants are C1CCOC1, CCc1nn(C2CCC(O)CC2)cc1I, COB1OC(C)(C)C(C)(C)O1, CC(C)[Mg+], [Cl-], [Cl-], [NH4+]. The reactants are C#Cc1cnc2ccc(OC(SC)C(=O)NC(C)(CO)COC)cc2c1, ClCCl, [Na+], O=C([O-])O. The product is C#Cc1cnc2ccc(OC(SC)C(=O)NC(C)(C=O)COC)cc2c1. Reaction SMILES: [C:1](#[CH:2])[c:3]1[cH:4][n:5][c:6]2[cH:7][cH:8][c:9]([O:13][CH:14]([C:15](=[O:16])[NH:17][C:18]([CH2:19][OH:20])([CH3:21])[CH2:22][O:23][CH3:24])[S:25][CH3:26])[cH:10][c:11]2[cH:12]1.[Cl:32][CH2:33][Cl:34].[Na+:31].[O-:27][C:28]([OH:29])=[O:30]>>[C:1](#[CH:2])[c:3]1[cH:4][n:5][c:6]2[cH:7][cH:8][c:9]([O:13][CH:14]([C:15](=[O:16])[NH:17][C:18]([CH:19]=[O:20])([CH3:21])[CH2:22][O:23][CH3:24])[S:25][CH3:26])[cH:10][c:11]2[cH:12]1. Procedure details: Chloroethyl isocyanate (12.2 g, 0.11 mol) was added at 0° C. to a stirred solution of propargylamine (6.6 g, 0.12 mol) in THF (200 mL). The solution was allowed to warm to room temperature and sodium hydride (5.5 g of 50% in oil, washed with ether to remove the oil) was added. The reaction was quenched with acetic acid (6.0 mL), the THF was removed under reduced pressure, and the residue was partitioned between ethyl acetate and water. The ethyl acetate was evaporated and the residual solid was ... As a reaction SMILES: Cl[CH2:2][CH2:3][N:4]=[C:5]=[O:6].[CH2:7]([NH2:10])[C:8]#[CH:9]>C1COCC1>[CH2:7]([N:10]1[CH2:2][CH2:3][NH:4][C:5]1=[O:6])[C:8]#[CH:9]. Starting materials: ClCCN=C=O (Chloroethyl isocyanate), C(C#C)N (propargylamine). Run in C1CCOC1 (THF). The product is C(C#C)N1C(NCC1)=O (1-(2-propynyl)-2-imidazolidinone). Yield: 81.3%. Reactants: C=1C=CC2=C(C1)N=NN2O (HOBt), ClC1=C(C=CC(=C1)Cl)C1N(C(C2=CC=CC=C2C1C(=O)NCCCC(=O)O)=O)C1C(CCCC1)NS(=O)(=O)C (4-({[(3RS,4RS)-3-(2,4-dichlorophenyl)-2-{(1SR,2SR)-2-[(methylsulfonyl)amino]cyclohexyl}-1-oxo-1,2,3,4-tetrahydroisoquinolin-4-yl]carbonyl}amino)butanoic acid), C(C)N (ethylamine), CCN=C=NCCCN(C)C (WSC). Yields the product ClC1=C(C=CC(=C1)Cl)C1N(C(C2=CC=CC=C2C1C(=O)NCCCC(=O)NCC)=O)C1C(CCCC1)NS(=O)(=O)C ((3RS,4RS)-3-(2,4-dichlorophenyl)-N-[4-(ethylamino)-4-oxobutyl]-2-{(1SR,2SR)-2-[(mesyl)amino]cyclohexyl}-1-oxo-1,2,3,4-tetrahydroisoquinoline-4-carboxamide). RXN SMILES: [Cl:1][C:2]1[CH:7]=[C:6]([Cl:8])[CH:5]=[CH:4][C:3]=1[CH:9]1[CH:18]([C:19]([NH:21][CH2:22][CH2:23][CH2:24][C:25](O)=[O:26])=[O:20])[C:17]2[C:12](=[CH:13][CH:14]=[CH:15][CH:16]=2)[C:11](=[O:28])[N:10]1[CH:29]1[CH2:34][CH2:33][CH2:32][CH2:31][CH:30]1[NH:35][S:36]([CH3:39])(=[O:38])=[O:37].[CH2:40]([NH2:42])[CH3:41].CCN=C=NCCCN(C)C.C1C=CC2N(O)N=NC=2C=1>>[Cl:1][C:2]1[CH:7]=[C:6]([Cl:8])[CH:5]=[CH:4][C:3]=1[CH:9]1[CH:18]([C:19]([NH:21][CH2:22][CH2:23][CH2:24][C:25]([NH:42][CH2:40][CH3:41])=[O:26])=[O:20])[C:17]2[C:12](=[CH:13][CH:14]=[CH:15][CH:16]=2)[C:11](=[O:28])[N:10]1[CH:29]1[CH2:34][CH2:33][CH2:32][CH2:31][CH:30]1[NH:35][S:36]([CH3:39])(=[O:38])=[O:37]. Procedure: By condensing 4-({[(3RS,4RS)-3-(2,4-dichlorophenyl)-2-{(1SR,2SR)-2-[(methylsulfonyl)amino]cyclohexyl}-1-oxo-1,2,3,4-tetrahydroisoquinolin-4-yl]carbonyl}amino)butanoic acid and ethylamine using WSC and HOBt in accordance with Example 1, (3RS,4RS)-3-(2,4-dichlorophenyl)-N-[4-(ethylamino)-4-oxobutyl]-2-{(1SR,2SR)-2-[(mesyl)amino]cyclohexyl}-1-oxo-1,2,3,4-tetrahydroisoquinoline-4-carboxamide was obtained as a colorless crystal. Reactants: [BH4-], CCO, CCOC(=O)c1c(C(C)C)nn2c(C=O)ccc2c1-c1ccc(F)cc1, [Na+]. Yields the product CCOC(=O)c1c(C(C)C)nn2c(CO)ccc2c1-c1ccc(F)cc1. As a reaction SMILES: [BH4-:27].[CH3:29][CH2:30][OH:31].[F:1][c:2]1[cH:3][cH:4][c:5](-[c:8]2[c:9]3[n:10]([n:11][c:12]([CH:19]([CH3:20])[CH3:21])[c:13]2[C:14](=[O:15])[O:16][CH2:17][CH3:18])[c:22]([CH:25]=[O:26])[cH:23][cH:24]3)[cH:6][cH:7]1.[Na+:28]>>[F:1][c:2]1[cH:3][cH:4][c:5](-[c:8]2[c:9]3[n:10]([n:11][c:12]([CH:19]([CH3:20])[CH3:21])[c:13]2[C:14](=[O:15])[O:16][CH2:17][CH3:18])[c:22]([CH2:25][OH:26])[cH:23][cH:24]3)[cH:6][cH:7]1. The reactants are FC1=CC(=C(C=C1C)B(O)O)OC ((4-fluoro-2-methoxy-5-methylphenyl)boronic acid), BrC=1C=C2C(=NC1)N(C=C2I)S(=O)(=O)C2=CC=C(C)C=C2 (5-bromo-3-iodo-1-tosyl-1H-pyrrolo[2,3-b]pyridine), C([O-])([O-])=O.[Cs+].[Cs+] (cesium carbonate). Reagents/catalysts: C1=CC=C(C=C1)P([C-]2C=CC=C2)C3=CC=CC=C3.C1=CC=C(C=C1)P([C-]2C=CC=C2)C3=CC=CC=C3.Cl[Pd]Cl.[Fe+2] (Pd(dppf)Cl2). Run in C(C)#N (acetonitrile). Reaction conditions: temperature 90 celsius. Yields the product BrC=1C=C2C(=NC1)N(C=C2C2=C(C=C(C(=C2)C)F)OC)S(=O)(=O)C2=CC=C(C)C=C2 (5-bromo-3-(4-fluoro-2-methoxy-5-methylphenyl)-1-tosyl-1H-pyrrolo[2,3-b]pyridine). Reaction SMILES: [F:1][C:2]1[C:7]([CH3:8])=[CH:6][C:5](B(O)O)=[C:4]([O:12][CH3:13])[CH:3]=1.[Br:14][C:15]1[CH:16]=[C:17]2[C:23](I)=[CH:22][N:21]([S:25]([C:28]3[CH:34]=[CH:33][C:31]([CH3:32])=[CH:30][CH:29]=3)(=[O:27])=[O:26])[C:18]2=[N:19][CH:20]=1.C(=O)([O-])[O-].[Cs+].[Cs+]>C(#N)C.C1C=CC(P(C2C=CC=CC=2)[C-]2C=CC=C2)=CC=1.C1C=CC(P(C2C=CC=CC=2)[C-]2C=CC=C2)=CC=1.Cl[Pd]Cl.[Fe+2]>[Br:14][C:15]1[CH:16]=[C:17]2[C:23]([C:5]3[CH:6]=[C:7]([CH3:8])[C:2]([F:1])=[CH:3][C:4]=3[O:12][CH3:13])=[CH:22][N:21]([S:25]([C:28]3[CH:34]=[CH:33][C:31]([CH3:32])=[CH:30][CH:29]=3)(=[O:26])=[O:27])[C:18]2=[N:19][CH:20]=1 |f:2.3.4,6.7.8.9|. Reported procedure: A solution of (4-fluoro-2-methoxy-5-methylphenyl)boronic acid (100 mg, 0.5434 mmol) 134 and 5-bromo-3-iodo-1-tosyl-1H-pyrrolo[2,3-b]pyridine 78 (259.23 mg, 0.5434 mmol) in acetonitrile was added cesium carbonate (356.4 mg, 1.86 mmol). The reaction was degassed and purged with nitrogen for 10 min and Pd(dppf)Cl2 (22.17 mg, 0.0217 mmol) was added to the reaction. The reaction was degassed and purged with nitrogen for another 10 min. The reaction was heated to 90° C. under sealed condition for over... The reactants are Cc1nc(C#N)ccc1Br, O=C([O-])[O-], C1COCCO1, OB(O)C1CC1, [Cs+], [Cs+], O=C(C=Cc1ccccc1)C=Cc1ccccc1, O=C(C=Cc1ccccc1)C=Cc1ccccc1, O=C(C=Cc1ccccc1)C=Cc1ccccc1, [Pd], [Pd]. Yields the product Cc1nc(C#N)ccc1C1CC1. RXN SMILES: [Br:1][c:2]1[cH:3][cH:4][c:5]([C:9]#[N:10])[n:6][c:7]1[CH3:8].[C:17](=[O:18])([O-:19])[O-:20].[CH2:23]1[O:24][CH2:25][CH2:26][O:27][CH2:28]1.[CH:11]1([B:14]([OH:15])[OH:16])[CH2:12][CH2:13]1.[Cs+:21].[Cs+:22].[O:31]=[C:32]([CH:33]=[CH:34][c:35]1[cH:36][cH:37][cH:38][cH:39][cH:40]1)[CH:41]=[CH:42][c:43]1[cH:44][cH:45][cH:46][cH:47][cH:48]1.[O:49]=[C:50]([CH:51]=[CH:52][c:53]1[cH:54][cH:55][cH:56][cH:57][cH:58]1)[CH:59]=[CH:60][c:61]1[cH:62][cH:63][cH:64][cH:65][cH:66]1.[O:67]=[C:68]([CH:69]=[CH:70][c:71]1[cH:72][cH:73][cH:74][cH:75][cH:76]1)[CH:77]=[CH:78][c:79]1[cH:80][cH:81][cH:82][cH:83][cH:84]1.[Pd:29].[Pd:30]>>[c:2]1([CH:11]2[CH2:12][CH2:13]2)[cH:3][cH:4][c:5]([C:9]#[N:10])[n:6][c:7]1[CH3:8].